From a dataset of the Open Reaction Database (ORD), a public repository of structured organic reaction records. describe an organic reaction: reactants, conditions, products, and yield The reactants are FC=1C=C(C[C@@H]([C@H](CC=C)O)NC(OC(C)(C)C)=O)C=C(C1)F (Tert-butyl (1S,2S)-1-(3,5-difluorobenzyl)-2-hydroxypent-4-enylcarbamate), [NH+]1=CC=CC=C1 (pyridinium), COC(C)(C)OC (2,2-dimethoxypropane). The solvent is C(Cl)(Cl)Cl (chloroform). Yields the product C(C=C)[C@H]1[C@@H](N(C(O1)(C)C)C(=O)OC(C)(C)C)CC1=CC(=CC(=C1)F)F (Tert-butyl (4S,5S)-5-allyl-4-(3,5-difluorobenzyl)-2,2-dimethyl-1,3-oxazolidine-3-carboxylate). RXN SMILES: [F:1][C:2]1[CH:3]=[C:4]([CH:20]=[C:21]([F:23])[CH:22]=1)[CH2:5][C@H:6]([NH:12][C:13](=[O:19])[O:14][C:15]([CH3:18])([CH3:17])[CH3:16])[C@@H:7]([OH:11])[CH2:8][CH:9]=[CH2:10].[NH+]1C=C[CH:27]=[CH:26][CH:25]=1.COC(OC)(C)C>C(Cl)(Cl)Cl>[CH2:8]([C@@H:7]1[O:11][C:26]([CH3:27])([CH3:25])[N:12]([C:13]([O:14][C:15]([CH3:16])([CH3:17])[CH3:18])=[O:19])[C@H:6]1[CH2:5][C:4]1[CH:3]=[C:2]([F:1])[CH:22]=[C:21]([F:23])[CH:20]=1)[CH:9]=[CH2:10]. Procedure details: Alcohol (32) was stirred in chloroform with pyridinium p-toulenesulfonate and 2,2-dimethoxypropane to afford (33) as an amber oil after workup.